This data is from the Open Reaction Database (ORD), a public repository of structured organic reaction records. The task is: describe an organic reaction: reactants, conditions, products, and yield Starting materials: NCC=CCOc1cc(CN2CCCCC2)ccn1, O=C(O)c1cscn1. Yields the product O=C(NCC=CCOc1cc(CN2CCCCC2)ccn1)c1cscn1. As a reaction SMILES: [N:1]1([CH2:7][c:8]2[cH:9][c:10]([O:14][CH2:15][CH:16]=[CH:17][CH2:18][NH2:19])[n:11][cH:12][cH:13]2)[CH2:2][CH2:3][CH2:4][CH2:5][CH2:6]1.[s:20]1[cH:21][n:22][c:23]([C:25](=[O:26])[OH:27])[cH:24]1>>[N:1]1([CH2:7][c:8]2[cH:9][c:10]([O:14][CH2:15][CH:16]=[CH:17][CH2:18][NH:19][C:25]([c:23]3[n:22][cH:21][s:20][cH:24]3)=[O:26])[n:11][cH:12][cH:13]2)[CH2:2][CH2:3][CH2:4][CH2:5][CH2:6]1. Starting materials: CS(=O)(=O)C=1C=CC(=CC1)[C@H]([C@@H](CF)NC(=O)C(Cl)Cl)O (Florfenicol), COC(=O)C=1C=CC(=CC1)O (methyl p-hydroxybenzoate), OC1=CC=C(C(=O)OCCC)C=C1 (propyl p-hydroxybenzoate), polyethylene glycol 200, CC1=C(C=CC=C1NC2=C(C=CC=N2)C(=O)O)C(F)(F)F.CNC[C@@H]([C@H]([C@@H]([C@@H](CO)O)O)O)O (flunixin meglumine), polyethylene glycol 200. Run in CN1CCCC1=O (NMP), O (Water). Yields the product CS(=O)(=O)C=1C=CC(=CC1)[C@H]([C@@H](CF)NC(=O)C(Cl)Cl)O.CC1=C(C=CC=C1NC2=C(C=CC=N2)C(=O)O)C(F)(F)F (Florfenicol Flunixin). As a reaction SMILES: [CH3:1][S:2]([C:5]1[CH:6]=[CH:7][C:8]([C@@H:11]([OH:21])[C@H:12]([NH:15][C:16]([CH:18]([Cl:20])[Cl:19])=[O:17])[CH2:13][F:14])=[CH:9][CH:10]=1)(=[O:4])=[O:3].COC(C1C=CC(O)=CC=1)=O.OC1C=CC(C(OCCC)=O)=CC=1.[CH3:46][C:47]1[C:52]([NH:53][C:54]2[N:59]=[CH:58][CH:57]=[CH:56][C:55]=2[C:60]([OH:62])=[O:61])=[CH:51][CH:50]=[CH:49][C:48]=1[C:63]([F:66])([F:65])[F:64].CNC[C@H](O)[C@@H](O)[C@H](O)[C@H](O)CO>O.CN1C(=O)CCC1>[CH3:1][S:2]([C:5]1[CH:6]=[CH:7][C:8]([C@@H:11]([OH:21])[C@H:12]([NH:15][C:16]([CH:18]([Cl:20])[Cl:19])=[O:17])[CH2:13][F:14])=[CH:9][CH:10]=1)(=[O:4])=[O:3].[CH3:46][C:47]1[C:52]([NH:53][C:54]2[N:59]=[CH:58][CH:57]=[CH:56][C:55]=2[C:60]([OH:62])=[O:61])=[CH:51][CH:50]=[CH:49][C:48]=1[C:63]([F:65])([F:64])[F:66] |f:3.4,7.8|. Reported procedure: The NMP and a portion of the polyethylene glycol 200 are charged to the compounding vessel. Florfenicol, methyl p-hydroxybenzoate and propyl p-hydroxybenzoate are added to the vessel and mixed until dissolved. Water is added, followed by the flunixin meglumine, and mixed until solids are dissolved. Q.S. to final volume with polyethylene glycol 200 if needed. Starting materials: CCCn1cncc1CS(=O)c1ccc(N)cc1, CCCCOCCOc1ccc(-c2cnc3c(c2)C=C(C(=O)O)CCCN3CC(C)C)cc1, CCCn1cncc1CS(=O)c1ccc(N)cc1, CCOC(C)=O, ClCCl, O=C(Cl)C(=O)Cl, Cl, C1CCOC1, CN(C)C=O, O, O, Cc1ccc(C(=O)OC(=O)C(O)C(O)C(=O)OC(=O)c2ccc(C)cc2)cc1, c1ccncc1. Product: CCCCOCCOc1ccc(-c2cnc3c(c2)C=C(C(=O)Nc2ccc(S(=O)Cc4cncn4CCC)cc2)CCCN3CC(C)C)cc1. Reaction SMILES: [CH2:30]([CH2:31][CH3:32])[n:33]1[cH:34][n:35][cH:36][c:37]1[CH2:38][S:39](=[O:40])[c:41]1[cH:42][cH:43][c:44]([NH2:45])[cH:46][cH:47]1.[CH2:48]([CH2:49][CH2:50][CH3:51])[O:52][CH2:53][CH2:54][O:55][c:56]1[cH:57][cH:58][c:59](-[c:62]2[cH:63][c:64]3[c:65]([n:79][cH:80]2)[N:66]([CH2:75][CH:76]([CH3:77])[CH3:78])[CH2:67][CH2:68][CH2:69][C:70]([C:72](=[O:73])[OH:74])=[CH:71]3)[cH:60][cH:61]1.[CH2:87]([n:88]1[c:89]([CH2:90][S:91]([c:92]2[cH:93][cH:94][c:95]([NH2:96])[cH:97][cH:98]2)=[O:99])[cH:100][n:101][cH:102]1)[CH2:103][CH3:104].[CH3:105][CH2:106][O:107][C:108](=[O:109])[CH3:110].[Cl:112][CH2:113][Cl:114].[Cl:81][C:82]([C:83]([Cl:84])=[O:85])=[O:86].[ClH:111].[O:115]1[CH2:116][CH2:117][CH2:118][CH2:119]1.[O:127]=[CH:128][N:129]([CH3:130])[CH3:131].[OH2:120].[OH2:1].[c:2]1([CH3:3])[cH:4][cH:5][c:6]([C:7]([O:8][C:9]([CH:10]([CH:11]([C:12]([O:13][C:14]([c:15]2[cH:16][cH:17][c:18]([CH3:19])[cH:20][cH:21]2)=[O:22])=[O:23])[OH:24])[OH:25])=[O:26])=[O:27])[cH:28][cH:29]1.[cH:121]1[cH:122][cH:123][n:124][cH:125][cH:126]1>>[CH2:30]([CH2:31][CH3:32])[n:33]1[cH:34][n:35][cH:36][c:37]1[CH2:38][S:39](=[O:40])[c:41]1[cH:42][cH:43][c:44]([NH:45][C:72]([C:70]2=[CH:71][c:64]3[cH:63][c:62](-[c:59]4[cH:58][cH:57][c:56]([O:55][CH2:54][CH2:53][O:52][CH2:48][CH2:49][CH2:50][CH3:51])[cH:61][cH:60]4)[cH:80][n:79][c:65]3[N:66]([CH2:75][CH:76]([CH3:77])[CH3:78])[CH2:67][CH2:68][CH2:69]2)=[O:73])[cH:46][cH:47]1. The reactants are BrC=1C=CC(=C(C1)C1C(C2C3(C=CC(C2C1=O)(O3)C)C)=O)CC ((1RS,2SR,6RS,7SR)-4-(5-bromo-2-ethylphenyl)-1,7-dimethyl-10-oxatricyclo[5.2.1.02,6]dec-8-en-3,5-dione). The reagents and catalysts are [Pd] (palladium on carbon). The solvent is CO (methanol). Yields the product BrC=1C=CC(=C(C1)C1C(C2C3(CCC(C2C1=O)(O3)C)C)=O)CC ((1RS,2SR,6RS,7SR)-4-(5-bromo-2-ethylphenyl)-1,7-dimethyl-10-oxatricyclo[5.2.1.02,6]decane-3,5-dione). RXN SMILES: [Br:1][C:2]1[CH:3]=[CH:4][C:5]([CH2:22][CH3:23])=[C:6]([CH:8]2[C:16](=[O:17])[CH:15]3[CH:10]([C:11]4([CH3:20])[O:18][C:14]3([CH3:19])[CH:13]=[CH:12]4)[C:9]2=[O:21])[CH:7]=1>CO.[Pd]>[Br:1][C:2]1[CH:3]=[CH:4][C:5]([CH2:22][CH3:23])=[C:6]([CH:8]2[C:9](=[O:21])[CH:10]3[CH:15]([C:14]4([CH3:19])[O:18][C:11]3([CH3:20])[CH2:12][CH2:13]4)[C:16]2=[O:17])[CH:7]=1. Reported procedure: A solution of (1RS,2SR,6RS,7SR)-4-(5-bromo-2-ethylphenyl)-1,7-dimethyl-10-oxatricyclo[5.2.1.02,6]dec-8-en-3,5-dione (1.63 g, 4.3 mmol) in methanol (200 ml) is hydrogenated at 3.5 bar over 5% palladium on carbon for 1 hour and 30 minutes at room temperature. The catalyst is removed by filtration through diatomaceous earth and the solvent is evaporated under reduced pressure. Trituration with diethyl ether gives (1RS,2SR,6RS,7SR)-4-(5-bromo-2-ethylphenyl)-1,7-dimethyl-10-oxatricyclo[5.2.1.02,6]dec... Starting materials: [I-].[K+] (potassium iodide), ClC1=NC=C(C=C1)CCl (2-chloro-5-chloromethyl-pyridine), COC(=O)C1=C(C2=CC=CC=C2C=C1)O (1-hydroxy-2-naphthoic acid methyl ester), CN(C)CC1=CC(=C(C(=C1)CN(C)C)O)CN(C)C (DMF 3), C([O-])([O-])=O.[Cs+].[Cs+] (cesium carbonate). Run in O (water). Run at temperature 60 celsius. The product is COC(=O)C1=C(C2=CC=CC=C2C=C1)OCC=1C=NC(=CC1)Cl (1-(6-chloro-pyridin-3-ylmethoxy)-naphthalene-2-carboxylic acid methyl ester). Yield: 99.9%. Reaction SMILES: [CH3:1][O:2][C:3]([C:5]1[CH:14]=[CH:13][C:12]2[C:7](=[CH:8][CH:9]=[CH:10][CH:11]=2)[C:6]=1[OH:15])=[O:4].CN(CC1C=C(CN(C)C)C(O)=C(CN(C)C)C=1)C.C(=O)([O-])[O-].[Cs+].[Cs+].[I-].[K+].[Cl:43][C:44]1[CH:49]=[CH:48][C:47]([CH2:50]Cl)=[CH:46][N:45]=1>O>[CH3:1][O:2][C:3]([C:5]1[CH:14]=[CH:13][C:12]2[C:7](=[CH:8][CH:9]=[CH:10][CH:11]=2)[C:6]=1[O:15][CH2:50][C:47]1[CH:46]=[N:45][C:44]([Cl:43])=[CH:49][CH:48]=1)=[O:4] |f:2.3.4,5.6|. Procedure details: To a solution of 1.0 g 1-hydroxy-2-naphthoic acid methyl ester in 20 ml abs. DMF 3.22 g cesium carbonate was added, followed by addition of 0.16 g potassium iodide and 0.96 g 2-chloro-5-chloromethyl-pyridine. Under argon-atmosphere the reaction mixture was heated to 60° C. for 1 h. The mixture was then poured into water and extracted with ethyl acetate at pH9 three times. The combined organic layers were dried over magnesium sulphate, filtrated and after removal of the solvent a crude product wa... The reactants are BrCCONC(=O)C=1C=NN2C1N=C(C=C2)N2[C@H](CCC2)C=2C(=NC=C(C2)F)OC ((R)-N-(2-bromoethoxy)-5-(2-(5-fluoro-2-methoxypyridin-3-yl)pyrrolidin-1-yl)pyrazolo[1,5-a]pyrimidine-3-carboxamide), Cl (HCl). The solvent is CO (MeOH). Run at temperature 90 celsius. Yields the product ClCCONC(=O)C=1C=NN2C1N=C(C=C2)N2[C@H](CCC2)C=2C(NC=C(C2)F)=O ((R)-N-(2-chloroethoxy)-5-(2-(5-fluoro-2-oxo-1,2-dihydropyridin-3-yl)pyrrolidin-1-yl)pyrazolo[1,5-a]pyrimidine-3-carboxamide). RXN SMILES: Br[CH2:2][CH2:3][O:4][NH:5][C:6]([C:8]1[CH:9]=[N:10][N:11]2[CH:16]=[CH:15][C:14]([N:17]3[CH2:21][CH2:20][CH2:19][C@@H:18]3[C:22]3[C:23]([O:29]C)=[N:24][CH:25]=[C:26]([F:28])[CH:27]=3)=[N:13][C:12]=12)=[O:7].[ClH:31]>CO>[Cl:31][CH2:2][CH2:3][O:4][NH:5][C:6]([C:8]1[CH:9]=[N:10][N:11]2[CH:16]=[CH:15][C:14]([N:17]3[CH2:21][CH2:20][CH2:19][C@@H:18]3[C:22]3[C:23](=[O:29])[NH:24][CH:25]=[C:26]([F:28])[CH:27]=3)=[N:13][C:12]=12)=[O:7]. Reported procedure: A mixture of (R)-N-(2-bromoethoxy)-5-(2-(5-fluoro-2-methoxypyridin-3-yl)pyrrolidin-1-yl)pyrazolo[1,5-a]pyrimidine-3-carboxamide (70 mg, 0.146 mmol) and HCl (4 N dioxane, 3.65 mL, 14.6 mmol) was sealed in a pressure tube and heated at 90° C. for 3 hours. The reaction mixture was then cooled, diluted with MeOH, concentrated, and dried on high vacuum to obtain the desired product which was used in the next step directly without further purification, assuming quantitative conversion. Starting materials: O=C([O-])[O-], CC(C)Oc1cc(C#C[Si](C)(C)C)cc2c1C(=O)CCC2(C)C, CO, [K+], [K+]. Product: C#Cc1cc(OC(C)C)c2c(c1)C(C)(C)CCC2=O. RXN SMILES: [C:24](=[O:25])([O-:26])[O-:27].[CH3:1][C:2]1([CH3:23])[CH2:3][CH2:4][C:5](=[O:22])[c:6]2[c:7]([O:18][CH:19]([CH3:20])[CH3:21])[cH:8][c:9]([C:12]#[C:13][Si:14]([CH3:15])([CH3:16])[CH3:17])[cH:10][c:11]21.[CH3:30][OH:31].[K+:28].[K+:29]>>[CH3:1][C:2]1([CH3:23])[CH2:3][CH2:4][C:5](=[O:22])[c:6]2[c:7]([O:18][CH:19]([CH3:20])[CH3:21])[cH:8][c:9]([C:12]#[CH:13])[cH:10][c:11]21.